describe an organic reaction: reactants, conditions, products, and yield From a dataset of the Open Reaction Database (ORD), a public repository of structured organic reaction records. Reactants: CC(=O)O, COC(=O)C1CN(Cc2cc(C)c(-c3noc(-c4ccc(Oc5ccccc5)c(F)c4)n3)s2)C1, [Li+], [OH-], O. Yields the product Cc1cc(CN2CC(C(=O)O)C2)sc1-c1noc(-c2ccc(Oc3ccccc3)c(F)c2)n1. As a reaction SMILES: [CH3:38][C:39](=[O:40])[OH:41].[F:1][c:2]1[cH:3][c:4](-[c:15]2[n:16][c:17](-[c:20]3[c:21]([CH3:34])[cH:22][c:23]([CH2:25][N:26]4[CH2:27][CH:28]([C:30](=[O:31])[O:32][CH3:33])[CH2:29]4)[s:24]3)[n:18][o:19]2)[cH:5][cH:6][c:7]1[O:8][c:9]1[cH:10][cH:11][cH:12][cH:13][cH:14]1.[Li+:37].[OH-:36].[OH2:35]>>[F:1][c:2]1[cH:3][c:4](-[c:15]2[n:16][c:17](-[c:20]3[c:21]([CH3:34])[cH:22][c:23]([CH2:25][N:26]4[CH2:27][CH:28]([C:30](=[O:31])[OH:32])[CH2:29]4)[s:24]3)[n:18][o:19]2)[cH:5][cH:6][c:7]1[O:8][c:9]1[cH:10][cH:11][cH:12][cH:13][cH:14]1.